Dataset: the Open Reaction Database (ORD), a public repository of structured organic reaction records. Task: describe an organic reaction: reactants, conditions, products, and yield Starting materials: BrCC(=O)N (α-Bromoacetamide), SC1=C(C#N)C(=CC(=N1)C)C (2-mercapto-4,6-dimethyl-nicotinonitrile), C[O-].[Na+] (sodium methoxide). Run in CO (MeOH). Reaction conditions: time 8 hour. Yields the product NC1=C(SC2=NC(=CC(=C21)C)C)C(=O)N (3-Amino-4,6-dimethyl-thieno[2,3-b]pyridine-2-carboxylic acid amide). Yield: 79.4%. RXN SMILES: Br[CH2:2][C:3]([NH2:5])=[O:4].[SH:6][C:7]1[N:14]=[C:13]([CH3:15])[CH:12]=[C:11]([CH3:16])[C:8]=1[C:9]#[N:10].C[O-].[Na+]>CO>[NH2:10][C:9]1[C:8]2[C:7](=[N:14][C:13]([CH3:15])=[CH:12][C:11]=2[CH3:16])[S:6][C:2]=1[C:3]([NH2:5])=[O:4] |f:2.3|. Procedure: α-Bromoacetamide (388 mg, 2.81 mmol) was added to a solution of 2-mercapto-4,6-dimethyl-nicotinonitrile (420 mg, 2.56 mmol) in MeOH (25 mL) at room temperature. This was followed by addition of sodium methoxide (1.76 mL, 25% NaOMe in MeOH, 7.7 mmol). The reaction mixture was heated to reflux. Heating at reflux was continued overnight, after which time the reaction mixture was cooled and filtered. The product was dried overnight providing 450 mg (80%) of the title compound, m.p. 238-40° C. The reactants are COC(=O)c1ccc(OCc2ccccc2)c([N+](=O)[O-])c1, CO, Cl, C1CCOC1. Product: O=C(O)c1ccc(OCc2ccccc2)c([N+](=O)[O-])c1. As a reaction SMILES: [CH3:1][O:2][C:3]([c:4]1[cH:5][c:6]([N+:18](=[O:19])[O-:20])[c:7]([O:10][CH2:11][c:12]2[cH:13][cH:14][cH:15][cH:16][cH:17]2)[cH:8][cH:9]1)=[O:21].[CH3:22][OH:23].[ClH:24].[O:25]1[CH2:26][CH2:27][CH2:28][CH2:29]1>>[O:2]=[C:3]([c:4]1[cH:5][c:6]([N+:18](=[O:19])[O-:20])[c:7]([O:10][CH2:11][c:12]2[cH:13][cH:14][cH:15][cH:16][cH:17]2)[cH:8][cH:9]1)[OH:21]. The reactants are CCNC(=S)Nc1ccc(C2CC(=O)C(C(=O)CC)=C(O)C2)cc1, CCON, ClC(Cl)Cl. Product: CCNC(=S)Nc1ccc(C2CC(=O)C(C(CC)=NOCC)=C(O)C2)cc1. RXN SMILES: [CH2:1]([CH3:2])[NH:3][C:4]([NH:5][c:6]1[cH:7][cH:8][c:9]([CH:12]2[CH2:13][C:14]([OH:23])=[C:15]([C:19]([CH2:20][CH3:21])=[O:22])[C:16](=[O:18])[CH2:17]2)[cH:10][cH:11]1)=[S:24].[CH2:25]([CH3:26])[O:27][NH2:28].[CH:29]([Cl:30])([Cl:31])[Cl:32]>>[CH2:1]([CH3:2])[NH:3][C:4]([NH:5][c:6]1[cH:7][cH:8][c:9]([CH:12]2[CH2:13][C:14]([OH:23])=[C:15]([C:19]([CH2:20][CH3:21])=[N:28][O:27][CH2:25][CH3:26])[C:16](=[O:18])[CH2:17]2)[cH:10][cH:11]1)=[S:24]. Starting materials: C(C)(C)(C)OC(=O)N1C=CC2=C1N=CN=C2N2CCN(C1(CC1)C2)S(N(CCOC2OCCCC2)CCOC2OCCCC2)(=O)=O (4-(4-{Bis-[2-(tetrahydro-pyran-2-yloxy)-ethyl]-sulfamoyl}-4,7-diaza-spiro[2.5]oct-7-yl)-pyrrolo[2,3-d]pyrimidine-7-carboxylic acid tert-butyl ester), C(C)(C)(C)OC(=O)N1C=CC2=C1N=CN=C2N2CCN(C1(CC1)C2)S(N(CCOC2OCCCC2)CCOC2OCCCC2)(=O)=O (4-(4-{Bis-[2-(tetrahydro-pyran-2-yloxy)-ethyl]-sulfamoyl}-4,7-diaza-spiro[2.5]oct-7-yl)-pyrrolo[2,3-d]pyrimidine-7-carboxylic acid tert-butyl ester), C(=O)(C(F)(F)F)O (TFA), O (H2O), C(=O)(O)[O-].[Na+] (NaHCO3). The solvent is C1CCOC1 (THF). The product is OCCN(S(=O)(=O)N1C2(CC2)CN(CC1)C=1C2=C(N=CN1)NC=C2)CCO (7-(7H-Pyrrolo[2,3-d]pyrimidin-4-yl)-4,7-diaza-spiro[2.5]octane-4-sulfonic acid bis-(2-hydroxy-ethyl)-amide). As a reaction SMILES: C(OC([N:8]1[C:12]2[N:13]=[CH:14][N:15]=[C:16]([N:17]3[CH2:24][C:21]4([CH2:23][CH2:22]4)[N:20]([S:25](=[O:46])(=[O:45])[N:26]([CH2:36][CH2:37][O:38]C4CCCCO4)[CH2:27][CH2:28][O:29]C4CCCCO4)[CH2:19][CH2:18]3)[C:11]=2[CH:10]=[CH:9]1)=O)(C)(C)C.C(O)(C(F)(F)F)=O.O.C([O-])(O)=O.[Na+]>C1COCC1>[OH:29][CH2:28][CH2:27][N:26]([CH2:36][CH2:37][OH:38])[S:25]([N:20]1[CH2:19][CH2:18][N:17]([C:16]2[C:11]3[CH:10]=[CH:9][NH:8][C:12]=3[N:13]=[CH:14][N:15]=2)[CH2:24][C:21]21[CH2:23][CH2:22]2)(=[O:46])=[O:45] |f:3.4|. Reported procedure: 4-(4-{Bis-[2-(tetrahydro-pyran-2-yloxy)-ethyl]-sulfamoyl}-4,7-diaza-spiro[2.5]oct-7-yl)-pyrrolo[2,3-d]pyrimidine-7-carboxylic acid tert-butyl ester (intermediate 17) was treated with a mixture of TFA (0.5 mL), H2O (0.2 mL) and THF (0.2 mL) at 40° C. for 1 h. The crude reaction mixture was neutralised using sat. NaHCO3 and then extracted with EtOAc (3×10 mL). The combined organic phases were dried (Na2SO4), filtered and concentrated in vacuo. The pure compound was obtained by standard preparative... Starting materials: CO, [K+], [OH-], COC(=O)c1cccc(C(=O)OC)n1. Product: [K+], COC(=O)c1cccc(C(=O)[O-])n1. As a reaction SMILES: [CH3:17][OH:18].[K+:16].[OH-:15].[n:1]1[c:2]([C:11](=[O:12])[O:13][CH3:14])[cH:3][cH:4][cH:5][c:6]1[C:7](=[O:8])[O:9][CH3:10]>>[K+:16].[n:1]1[c:2]([C:11](=[O:12])[O:13][CH3:14])[cH:3][cH:4][cH:5][c:6]1[C:7](=[O:8])[O-:9]. Starting materials: CS(=O)(=O)CCN1CCC2=C(CC1)C=C(C(=C2)OC)N (3-(2-Methanesulfonyl-ethyl)-8-methoxy-2,3,4,5-tetrahydro-1H-benzo[d]azepin-7-ylamine), ClC1=NC=C(C(=N1)NC1=C(C=C(C=C1)N1CCN(CC1)C)OC)F ((2-Chloro-5-fluoro-pyrimidin-4-yl)-[2-methoxy-4-(4-methyl-piperazin-1-yl)-phenyl]-amine). Yields the product FC=1C(=NC(=NC1)NC1=CC2=C(CCN(CC2)CCS(=O)(=O)C)C=C1OC)NC1=C(C=C(C=C1)N1CCN(CC1)C)OC (5-Fluoro-N*2*-[3-(2-methanesulfonyl-ethyl)-8-methoxy-2,3,4,5-tetrahydro-1H-benzo[d]azepin-7-yl]-N*4*-[2-methoxy-4-(4-methyl-piperazin-1-yl)-phenyl]-pyrimidine-2,4-diamine), solid. Isolated yield 25.0%. Reaction SMILES: [CH3:1][S:2]([CH2:5][CH2:6][N:7]1[CH2:13][CH2:12][C:11]2[CH:14]=[C:15]([NH2:20])[C:16]([O:18][CH3:19])=[CH:17][C:10]=2[CH2:9][CH2:8]1)(=[O:4])=[O:3].Cl[C:22]1[N:27]=[C:26]([NH:28][C:29]2[CH:34]=[CH:33][C:32]([N:35]3[CH2:40][CH2:39][N:38]([CH3:41])[CH2:37][CH2:36]3)=[CH:31][C:30]=2[O:42][CH3:43])[C:25]([F:44])=[CH:24][N:23]=1>>[F:44][C:25]1[C:26]([NH:28][C:29]2[CH:34]=[CH:33][C:32]([N:35]3[CH2:40][CH2:39][N:38]([CH3:41])[CH2:37][CH2:36]3)=[CH:31][C:30]=2[O:42][CH3:43])=[N:27][C:22]([NH:20][C:15]2[C:16]([O:18][CH3:19])=[CH:17][C:10]3[CH2:9][CH2:8][N:7]([CH2:6][CH2:5][S:2]([CH3:1])(=[O:4])=[O:3])[CH2:13][CH2:12][C:11]=3[CH:14]=2)=[N:23][CH:24]=1. Reported procedure: The title compound was prepared from 3-(2-Methanesulfonyl-ethyl)-8-methoxy-2,3,4,5-tetrahydro-1H-benzo[d]azepin-7-ylamine and (2-Chloro-5-fluoro-pyrimidin-4-yl)-[2-methoxy-4-(4-methyl-piperazin-1-yl)-phenyl]-amine in an analogous manner to Example 61e. Product isolated as an off-white solid (0.029 g, 25%). MP: 90-127° C. 1HNMR (400 MHz, CDCl3, δ, ppm): 8.25 (d, 1H, J=8.8 Hz), 8.14 (s, 1H), 7.92-7.90 (m, 1H), 7.39 (s, 1H), 7.18 (d, 1H, J=1.8 Hz), 6.63 (s, 1H), 6.57 (d, 1H, J=1.8 Hz), 6.53 (dd, 1H... Starting materials: NC1=C(C(=O)NC2=C(C=CC(=C2)Cl)C)C=C(C=C1)[N+](=O)[O-] (N-(2-amino-5-nitrobenzoyl)-2-methyl-5-chloroaniline), FCC(=O)Cl (fluoroacetyl chloride). Run in N1=CC=CC=C1 (pyridine). Product: FCC(=O)NC1=C(C(=O)NC2=C(C=CC(=C2)Cl)C)C=C(C=C1)[N+](=O)[O-] (N-(2-fluoroacetamido-5-nitrobenzoyl)-2-methyl-5-chloroaniline). The yield is 94.0%. As a reaction SMILES: [NH2:1][C:2]1[CH:18]=[CH:17][C:16]([N+:19]([O-:21])=[O:20])=[CH:15][C:3]=1[C:4]([NH:6][C:7]1[CH:12]=[C:11]([Cl:13])[CH:10]=[CH:9][C:8]=1[CH3:14])=[O:5].[F:22][CH2:23][C:24](Cl)=[O:25]>N1C=CC=CC=1>[F:22][CH2:23][C:24]([NH:1][C:2]1[CH:18]=[CH:17][C:16]([N+:19]([O-:21])=[O:20])=[CH:15][C:3]=1[C:4]([NH:6][C:7]1[CH:12]=[C:11]([Cl:13])[CH:10]=[CH:9][C:8]=1[CH3:14])=[O:5])=[O:25]. Reported procedure: 4.0 g of N-(2-amino-5-nitrobenzoyl)-2-methyl-5-chloroaniline, 1.54 g of pyridine and 1.88 g of fluoroacetyl chloride are treated in the same manner as described in Example 1-(1), whereby 4.5 g of N-(2-fluoroacetamido-5-nitrobenzoyl)-2-methyl-5-chloroaniline are obtained as pale yellow needles. Starting materials: C(C1=CC=CC=C1)N1CCC2(CC1)OC1=CC=C(C=C1C(C2)=O)Br (1′-benzyl-6-bromo-spiro[chromane-2,4′-piperidine]-4-one), [BH4-].[Na+] (NaBH4), O (water). The solvent is CO (MeOH). Conditions: time 3 hour. Product: C(C1=CC=CC=C1)N1CCC2(CC1)OC1=CC=C(C=C1C(C2)O)Br (1′-benzyl-6-bromo-4-hydroxy-spiro[chromane-2,4′-piperidine]). Isolated yield 99.1%. RXN SMILES: [CH2:1]([N:8]1[CH2:13][CH2:12][C:11]2([CH2:22][C:21](=[O:23])[C:20]3[C:15](=[CH:16][CH:17]=[C:18]([Br:24])[CH:19]=3)[O:14]2)[CH2:10][CH2:9]1)[C:2]1[CH:7]=[CH:6][CH:5]=[CH:4][CH:3]=1.[BH4-].[Na+].O>CO>[CH2:1]([N:8]1[CH2:13][CH2:12][C:11]2([CH2:22][CH:21]([OH:23])[C:20]3[C:15](=[CH:16][CH:17]=[C:18]([Br:24])[CH:19]=3)[O:14]2)[CH2:10][CH2:9]1)[C:2]1[CH:7]=[CH:6][CH:5]=[CH:4][CH:3]=1 |f:1.2|. Procedure: A mixture of 1′-benzyl-6-bromo-spiro[chromane-2,4′-piperidine]-4-one (3.0 g, 7.8 mmol) and NaBH4 (1.47 g, 38.75 mmol) in MeOH (20 ml) was stirred at RT. After 3 h, the solution was poured into water and the product was extracted with DCM (50 ml). The organic phase was dried over Na2SO4, filtered and evaporated under vacuum to give 1′-benzyl-6-bromo-4-hydroxy-spiro[chromane-2,4′-piperidine] (3.0 g) as a light yellow solid. Reactants: CCOC(C)=O, Cl, CC(C)CN(C(=O)c1nnn(-c2ccccc2)c1COCC(F)F)C1CC(C(=O)N2CCOCC2)CN(C(=O)OC(C)(C)C)C1. Yields the product CC(C)CN(C(=O)c1nnn(-c2ccccc2)c1COCC(F)F)C1CNCC(C(=O)N2CCOCC2)C1. RXN SMILES: [C:46]([O:47][CH2:48][CH3:49])(=[O:50])[CH3:51].[ClH:52].[F:1][CH:2]([CH2:3][O:4][CH2:5][c:6]1[c:7]([C:17](=[O:18])[N:19]([CH:20]2[CH2:21][N:22]([C:34]([O:35][C:36]([CH3:37])([CH3:38])[CH3:39])=[O:40])[CH2:23][CH:24]([C:26](=[O:27])[N:28]3[CH2:29][CH2:30][O:31][CH2:32][CH2:33]3)[CH2:25]2)[CH2:41][CH:42]([CH3:43])[CH3:44])[n:8][n:9][n:10]1-[c:11]1[cH:12][cH:13][cH:14][cH:15][cH:16]1)[F:45]>>[F:1][CH:2]([CH2:3][O:4][CH2:5][c:6]1[c:7]([C:17](=[O:18])[N:19]([CH:20]2[CH2:21][NH:22][CH2:23][CH:24]([C:26](=[O:27])[N:28]3[CH2:29][CH2:30][O:31][CH2:32][CH2:33]3)[CH2:25]2)[CH2:41][CH:42]([CH3:43])[CH3:44])[n:8][n:9][n:10]1-[c:11]1[cH:12][cH:13][cH:14][cH:15][cH:16]1)[F:45].